The task is: describe an organic reaction: reactants, conditions, products, and yield. This data is from the Open Reaction Database (ORD), a public repository of structured organic reaction records. Reactants: IC1=C(C=C(C=C1)I)F (2,5-diiodofluorobenzene), OC1=NC=CC=C1 (2-hydroxypyridine), OC=1C=CC=C2C=CC=NC12 (8-hydroxyquinoline), C(=O)([O-])[O-].[K+].[K+] (K2CO3). The reagents and catalysts are [Cu]I (CuI). The solvent is CS(=O)C (DMSO), CCOC(=O)C (EtOAc), O (Water). Run at temperature 130 celsius. Product: IC1=C(C=C(C=C1)N1C(C=CC=C1)=O)F (1-iodo-2-fluoro-4-(2-oxopyridin-1(2H)-yl)benzene). RXN SMILES: [I:1][C:2]1[CH:7]=[CH:6][C:5](I)=[CH:4][C:3]=1[F:9].[OH:10][C:11]1[CH:16]=[CH:15][CH:14]=[CH:13][N:12]=1.OC1C=CC=C2C=1N=CC=C2.C([O-])([O-])=O.[K+].[K+]>CS(C)=O.[Cu]I.CCOC(C)=O.O>[I:1][C:2]1[CH:7]=[CH:6][C:5]([N:12]2[CH:13]=[CH:14][CH:15]=[CH:16][C:11]2=[O:10])=[CH:4][C:3]=1[F:9] |f:3.4.5|. Procedure: A mixture of 2,5-diiodofluorobenzene II-4 (2.00 g, 5.75 mmol), 2-hydroxypyridine 1-7 (0.546 g, 5.75 mmol), 8-hydroxyquinoline (0.083 g, 0.57 mmol) and K2CO3 (1.00 g, 7.25 mmol) in DMSO (10 mL) was degassed before being charged with CuI (0.109 g, 0.57 mmol). The mixture in a sealed tube was heated at 130° C. overnight. Water and EtOAc were added. The mixture was filtered. The organic layer was separated, then applied to a silica gel column, which was eluted with 0-70% EtOAc in hexane to give 1-io... Reactants: COC=1C=C2C(=CC=NC2=CC1OC)OC1=CC=C(C=C1)N (6,7-Dimethoxy-4-(4-aminophenoxy)quinoline), C(C)OC(=O)C=1C=C(C=CC1)N=C=O (3-ethoxycarbonylphenyl isocyanate). The solvent is C1(=CC=CC=C1)C (toluene). Product: C(C)OC(=O)C=1C=C(C=CC1)NC(=O)NC1=CC=C(C=C1)OC1=CC=NC2=CC(=C(C=C12)OC)OC (N-(3-Ethoxycarbonylphenyl)-N'-{4-[(6,7-dimethoxy-4-quinolyl)oxy]phenyl}urea). Yield: 20.6%. Reaction SMILES: [CH3:1][O:2][C:3]1[CH:4]=[C:5]2[C:10](=[CH:11][C:12]=1[O:13][CH3:14])[N:9]=[CH:8][CH:7]=[C:6]2[O:15][C:16]1[CH:21]=[CH:20][C:19]([NH2:22])=[CH:18][CH:17]=1.[CH2:23]([O:25][C:26]([C:28]1[CH:29]=[C:30]([N:34]=[C:35]=[O:36])[CH:31]=[CH:32][CH:33]=1)=[O:27])[CH3:24]>C1(C)C=CC=CC=1>[CH2:23]([O:25][C:26]([C:28]1[CH:29]=[C:30]([NH:34][C:35]([NH:22][C:19]2[CH:18]=[CH:17][C:16]([O:15][C:6]3[C:5]4[C:10](=[CH:11][C:12]([O:13][CH3:14])=[C:3]([O:2][CH3:1])[CH:4]=4)[N:9]=[CH:8][CH:7]=3)=[CH:21][CH:20]=2)=[O:36])[CH:31]=[CH:32][CH:33]=1)=[O:27])[CH3:24]. Procedure: 6,7-Dimethoxy-4-(4-aminophenoxy)quinoline (53 mg) was dissolved in toluene (5 ml) with heat, 3-ethoxycarbonylphenyl isocyanate (284 mg) was added, and the admixture was refluxed with heat for 1 hour. The resulting residue was purified by column chromatography on silica gel eluting with chloroform/acetone (10/1) to obtain 18 mg of the title compound (yield: 20%). Reactants: O([K])C(C)(C)C (KO-t-Bu), Cl (hydrochloric acid), C(C)(=O)O (acetic acid), C1=CC(=C2C3=C1C[C@@H]4[C@]5([C@]3(CCN4CC6CC6)[C@@H](O2)C(=O)CC5)O)O (naltrexone). The reagents and catalysts are [Br-].C[P+](C1=CC=CC=C1)(C1=CC=CC=C1)C1=CC=CC=C1 (Methyltriphenylphosphonium bromide). Solvent: O (Water), CC1OCCC1 (MTHF), CC1OCCC1 (MTHF), CC1OCCC1 (2-methyltetrahydrofuran). Reaction conditions: time 2 hour. The product is C=C1CC[C@]2([C@H]3CC=4C=CC(=C5C4[C@]2([C@H]1O5)CCN3CC6CC6)O)O.Cl (Nalmefene HCl). Yield: 98.9%. Reaction SMILES: O([C:3](C)(C)C)[K].[CH:7]1[C:12]2[CH2:13][C@H:14]3[N:19]([CH2:20][CH:21]4[CH2:23][CH2:22]4)[CH2:18][CH2:17][C@:16]45[C@H:24]([C:26]([CH2:28][CH2:29][C@@:15]34[OH:30])=O)[O:25][C:10]([C:11]=25)=[C:9]([OH:31])[CH:8]=1.C(O)(=O)C.[ClH:36]>[Br-].C[P+](C1C=CC=CC=1)(C1C=CC=CC=1)C1C=CC=CC=1.CC1CCCO1.O>[CH2:3]=[C:26]1[C@@H:24]2[O:25][C:10]3[C:11]4[C@:16]52[CH2:17][CH2:18][N:19]([CH2:20][CH:21]2[CH2:22][CH2:23]2)[C@H:14]([CH2:13][C:12]=4[CH:7]=[CH:8][C:9]=3[OH:31])[C@:15]5([OH:30])[CH2:29][CH2:28]1.[ClH:36] |f:4.5,8.9|. Reported procedure: Methyltriphenylphosphonium bromide (MTPPB, 112.9 g) was suspended in 2-methyltetrahydrofuran (MTHF, 245 ml). Keeping the temperature in the range 20-25° C., KO-t-Bu (38.7 g) was charged in portions under inert atmosphere in one hour. The suspension was stirred for two hours. An anhydrous solution of naltrexone (35 g) in MTHF (144 ml) was then added over a period of one hour at 20-25° C. The suspension was maintained under stirring overnight. The mixture was then treated with a solution of glacia... The reactants are ClCCC1OC2=C(C(N(C1)C)=O)C=CC=N2 (2-(2-chloroethyl)-2,3-dihydro-4-methylpyrido[3,2-f][1,4]oxazepine-5(4H)-one), CC1NCCC1 (2-methyl pyrrolidine). Solvent: C(C)O (ethanol). The product is CN1CC(OC2=C(C1=O)C=CC=N2)CCN2C(CCC2)C (2,3-Dihydro-4-methyl-2-[2-(2-methyl-1-pyrrolidinyl)ethyl]pyrido[3,2-f][1,4]oxazepin-5(4H)-one). Isolated yield 35.7%. RXN SMILES: Cl[CH2:2][CH2:3][CH:4]1[CH2:10][N:9]([CH3:11])[C:8](=[O:12])[C:7]2[CH:13]=[CH:14][CH:15]=[N:16][C:6]=2[O:5]1.[CH3:17][CH:18]1[CH2:22][CH2:21][CH2:20][NH:19]1>C(O)C>[CH3:11][N:9]1[C:8](=[O:12])[C:7]2[CH:13]=[CH:14][CH:15]=[N:16][C:6]=2[O:5][CH:4]([CH2:3][CH2:2][N:19]2[CH2:20][CH2:21][CH2:22][CH:18]2[CH3:17])[CH2:10]1. Procedure details: To a solution of 3.5 g (0.0145 mole) of 2-(2-chloroethyl)-2,3-dihydro-4-methylpyrido[3,2-f][1,4]oxazepine-5(4H)-one in ethanol (15 ml) was added 2-methyl pyrrolidine (5.0 g, 0.063 mole). The solution was heated to reflux for 3 hours with stirring. The ethanol was removed by rotary evaporation (water aspirator, 80° C.). The residual oil was partitioned between dilute aqueous sodium hydroxide (50 ml) and chloroform (50 ml). The organic layer was saved and the aqueous layer extracted with chlorofor...